Dataset: the Open Reaction Database (ORD), a public repository of structured organic reaction records. Task: describe an organic reaction: reactants, conditions, products, and yield The reactants are CS(=O)(=O)OCC=1C(=NSC1C(F)(F)F)C1CCCC1 ((3-cyclopentyl-5-(trifluoromethyl)isothiazol-4-yl)methyl methanesulfonate), FC=1C=C(C=C(C1O)F)CCC(=O)OCC (ethyl 3-(3,5-difluoro-4-hydroxyphenyl)propanoate). Yields the product C1(CCCC1)C1=NSC(=C1COC1=C(C=C(C=C1F)CCC(=O)O)F)C(F)(F)F (3-(4-[[3-cyclopentyl-5-(trifluoromethyl)-1,2-thiazol-4-yl]methoxy]-3,5-difluorophenyl)propanoic acid). As a reaction SMILES: CS([O:5][CH2:6][C:7]1[C:8]([CH:16]2[CH2:20][CH2:19][CH2:18][CH2:17]2)=[N:9][S:10][C:11]=1[C:12]([F:15])([F:14])[F:13])(=O)=O.[F:21][C:22]1[CH:23]=[C:24]([CH2:30][CH2:31][C:32]([O:34]CC)=[O:33])[CH:25]=[C:26]([F:29])[C:27]=1O>>[CH:16]1([C:8]2[C:7]([CH2:6][O:5][C:27]3[C:26]([F:29])=[CH:25][C:24]([CH2:30][CH2:31][C:32]([OH:34])=[O:33])=[CH:23][C:22]=3[F:21])=[C:11]([C:12]([F:15])([F:14])[F:13])[S:10][N:9]=2)[CH2:20][CH2:19][CH2:18][CH2:17]1. Procedure: The title compound was prepared according to the procedure described in Example 1 starting following Step 5 and 6 coupling (3-cyclopentyl-5-(trifluoromethyl)isothiazol-4-yl)methyl methanesulfonate and ethyl 3-(3,5-difluoro-4-hydroxyphenyl)propanoate followed by hydrolysis to afford the desired product as an off-white solid. 1H NMR (400 MHz, CD3OD) δ6.89-6.96 (m, 2H), 5.26 (s, 2H), 3.57 (m, 1H), 2.89 (t, J=7.6 Hz, 2H), 2.61 (t, J=7.6 Hz, 2H), 2.06-2.12 (m, 2H), 1.81-1.97 (m, 4H), 1.69-1.79 (m, 2H... Reactants: C1CCOC1, CCCCC, C#CC(O)c1cc(OC)c(OC)c(OC)c1, [H-], [Na+], O. The product is C#CC(OC)c1cc(OC)c(OC)c(OC)c1. Reaction SMILES: [CH2:25]1[O:26][CH2:27][CH2:28][CH2:29]1.[CH3:3][CH2:4][CH2:5][CH2:6][CH3:7].[CH3:8][O:9][c:10]1[cH:11][c:12]([CH:20]([C:21]#[CH:22])[OH:23])[cH:13][c:14]([O:18][CH3:19])[c:15]1[O:16][CH3:17].[H-:2].[Na+:1].[OH2:24]>>[CH3:3][O:23][CH:20]([c:12]1[cH:11][c:10]([O:9][CH3:8])[c:15]([O:16][CH3:17])[c:14]([O:18][CH3:19])[cH:13]1)[C:21]#[CH:22]. Reactants: CCCC1CCC(CCC)N1Cc1ccccc1, CO, O=C[O-], [NH4+], [Na+], [OH-], O. Yields the product CCCC1CCC(CCC)N1. Reaction SMILES: [CH2:1]([c:2]1[cH:3][cH:4][cH:5][cH:6][cH:7]1)[N:8]1[CH:9]([CH2:16][CH2:17][CH3:18])[CH2:10][CH2:11][CH:12]1[CH2:13][CH2:14][CH3:15].[CH3:26][OH:27].[CH:19]([O-:20])=[O:21].[NH4+:22].[Na+:25].[OH-:24].[OH2:23]>>[NH:8]1[CH:9]([CH2:16][CH2:17][CH3:18])[CH2:10][CH2:11][CH:12]1[CH2:13][CH2:14][CH3:15]. Reactants: O (water), BrC=1C=C2C(=NC(=NC2=CC1)Cl)Cl (6-bromo-2,4-dichloroquinazoline), C(C1=CC=CC=C1)O (benzyl alcohol), [H-].[Na+] (sodium hydride). The solvent is O1CCCC1 (tetrahydrofuran), O1CCCC1 (tetrahydrofuran). Run at time 2 hour. The product is C(C1=CC=CC=C1)OC1=NC(=NC2=CC=C(C=C12)Br)Cl (4-(Benzyloxy)-6-bromo-2-chloroquinazoline). The yield is 99.0%. As a reaction SMILES: [Br:1][C:2]1[CH:3]=[C:4]2[C:9](=[CH:10][CH:11]=1)[N:8]=[C:7]([Cl:12])[N:6]=[C:5]2Cl.[CH2:14]([OH:21])[C:15]1[CH:20]=[CH:19][CH:18]=[CH:17][CH:16]=1.[H-].[Na+].O>O1CCCC1>[CH2:14]([O:21][C:5]1[C:4]2[C:9](=[CH:10][CH:11]=[C:2]([Br:1])[CH:3]=2)[N:8]=[C:7]([Cl:12])[N:6]=1)[C:15]1[CH:20]=[CH:19][CH:18]=[CH:17][CH:16]=1 |f:2.3|. Procedure details: To a cooled solution of 6-bromo-2,4-dichloroquinazoline (1.39 g, 5 mmol) in tetrahydrofuran (50 mL) was added a solution of benzyl alcohol (0.52 mL, 5 mmol) and sodium hydride (210 mg, 5.25 mmol, 60% in mineral oil) in tetrahydrofuran (15 mL) dropwise at 0° C. After being stirred at room temperature for 2 hours, the reaction mixture was poured into cold water (10 mL) and then extracted with ethyl acetate (50 mL). The organic layer was dried over magnesium sulfate and concentrated in vacuo to aff...